Dataset: the Open Reaction Database (ORD), a public repository of structured organic reaction records. Task: describe an organic reaction: reactants, conditions, products, and yield Reactants: FC(F)(F)c1nc2cc3c(c(Br)c2o1)CCNCC3, Cc1ccc2c(-c3nnc(SCCCCCl)n3C)cccc2n1. Yields the product Cc1ccc2c(-c3nnc(SCCCCN4CCc5cc6nc(C(F)(F)F)oc6c(Br)c5CC4)n3C)cccc2n1, Cl. As a reaction SMILES: [Br:1][c:2]1[c:3]2[c:4]([cH:5][c:6]3[c:12]1[CH2:11][CH2:10][NH:9][CH2:8][CH2:7]3)[n:13][c:14]([C:16]([F:17])([F:18])[F:19])[o:15]2.[Cl:20][CH2:21][CH2:22][CH2:23][CH2:24][S:25][c:26]1[n:27]([CH3:42])[c:28](-[c:31]2[c:32]3[cH:33][cH:34][c:35]([CH3:41])[n:36][c:37]3[cH:38][cH:39][cH:40]2)[n:29][n:30]1>>[Br:1][c:2]1[c:3]2[c:4]([cH:5][c:6]3[c:12]1[CH2:11][CH2:10][N:9]([CH2:21][CH2:22][CH2:23][CH2:24][S:25][c:26]1[n:27]([CH3:42])[c:28](-[c:31]4[c:32]5[cH:33][cH:34][c:35]([CH3:41])[n:36][c:37]5[cH:38][cH:39][cH:40]4)[n:29][n:30]1)[CH2:8][CH2:7]3)[n:13][c:14]([C:16]([F:17])([F:18])[F:19])[o:15]2.[ClH:20]. The reactants are CC[C@]1(C[C@@H](C2=C(C=C3C(=C2O)C(=O)C=4C(=CC=C(C4C3=O)O)O)[C@H]1C(=O)OC)O[C@H]5C[C@@H]([C@@H]([C@@H](O5)C)O[C@H]6C[C@@H]([C@@H]([C@@H](O6)C)O[C@H]7C[C@@H]([C@@H]([C@@H](O7)C)O)O)O)N(C)C)O (Marcellomycin). Solvent: Cl (HCl), Cl (HCl). Run at time 2 hour. Yields the product CC[C@]1(C[C@@H](C2=C([C@H]1C(=O)OC)C=C3C(=C2O)C(=O)C4=C(C=CC(=C4C3=O)O)O)O)O (ε-pyrromycinone), solid. Yield: 54.0%. RXN SMILES: [CH3:1][CH2:2][C@:3]1([OH:60])[C@H:25]([C:26]([O:28][CH3:29])=[O:27])[C:7]2[CH:8]=[C:9]3[C:21](=[O:22])[C:20]4[C:19]([OH:23])=[CH:18][CH:17]=[C:16]([OH:24])[C:15]=4[C:13](=[O:14])[C:10]3=[C:11]([OH:12])[C:6]=2[C@@H:5]([O:30][C@@H]2O[C@@H](C)[C@@H](O[C@@H]3O[C@@H](C)[C@@H](O[C@@H]4O[C@@H](C)[C@@H](O)[C@@H](O)C4)[C@@H](O)C3)[C@@H](N(C)C)C2)[CH2:4]1>Cl>[CH3:1][CH2:2][C@:3]1([OH:60])[C@H:25]([C:26]([O:28][CH3:29])=[O:27])[C:7]2[CH:8]=[C:9]3[C:21](=[O:22])[C:20]4[C:15](=[C:16]([OH:24])[CH:17]=[CH:18][C:19]=4[OH:23])[C:13](=[O:14])[C:10]3=[C:11]([OH:12])[C:6]=2[C@@H:5]([OH:30])[CH2:4]1. Procedure: The drug (75 mg) is refluxed in methanolic HCl (25 mL, 0.1N) for two hours. At the end of this Marcellomycin (75 mg, 0.175 mmol) is dissolved in methanolic HCl (25 mL, 0.1N) and refuxed at 50° C. for two hours. At the end of this time the reaction mixture is concentrated under vacuum and purified by preparative thin layer chromatography (15% methanol-chloroform). The aglycone ε-pyrromycinone is isolated as a bright red solid (21 mg, 54% yield). Reported procedure: Methyl 2-(4-(4-((4-chlorophenethyl)carbamoyl)phenoxy)-3-chlorophenyl)acetate (33 mg, 0.0720 mmol) was diluted with THF (500 μL) followed by the addition NaOH (0.144 ml, 0.720 mmol) and 100 μL of water. After stirring for 2 hours, the reaction was diluted with DCM and 2N HCl. The layers were separated and the organic layer was dried over MgSO4, filtered and concentrated to yield 2-(4-(4-((4-chlorophenethyl) carbamoyl)phenoxy)-3-chlorophenyl)acetic acid (19 mg, 59.4% yield) as a white solid. 1H NM... Yields the product ClC1=CC=C(CCNC(=O)C2=CC=C(OC3=C(C=C(C=C3)CC(=O)O)Cl)C=C2)C=C1 (2-(4-(4-((4-chlorophenethyl) carbamoyl)phenoxy)-3-chlorophenyl)acetic acid). The reactants are [OH-].[Na+] (NaOH), O (water), ClC1=CC=C(CCNC(=O)C2=CC=C(OC3=C(C=C(C=C3)CC(=O)OC)Cl)C=C2)C=C1 (Methyl 2-(4-(4-((4-chlorophenethyl)carbamoyl)phenoxy)-3-chlorophenyl)acetate). Isolated yield 59.4%. As a reaction SMILES: [Cl:1][C:2]1[CH:31]=[CH:30][C:5]([CH2:6][CH2:7][NH:8][C:9]([C:11]2[CH:29]=[CH:28][C:14]([O:15][C:16]3[CH:21]=[CH:20][C:19]([CH2:22][C:23]([O:25]C)=[O:24])=[CH:18][C:17]=3[Cl:27])=[CH:13][CH:12]=2)=[O:10])=[CH:4][CH:3]=1.[OH-].[Na+].O>C1COCC1.C(Cl)Cl.Cl>[Cl:1][C:2]1[CH:3]=[CH:4][C:5]([CH2:6][CH2:7][NH:8][C:9]([C:11]2[CH:12]=[CH:13][C:14]([O:15][C:16]3[CH:21]=[CH:20][C:19]([CH2:22][C:23]([OH:25])=[O:24])=[CH:18][C:17]=3[Cl:27])=[CH:28][CH:29]=2)=[O:10])=[CH:30][CH:31]=1 |f:1.2|. Conditions: time 2 hour. The solvent is C(Cl)Cl (DCM), Cl (HCl), C1CCOC1 (THF).